From a dataset of the Open Reaction Database (ORD), a public repository of structured organic reaction records. describe an organic reaction: reactants, conditions, products, and yield Reactants: CC1=C(C=C(C=C1)C)C=1C(NC(C1O)CC1CCSCC1)=O (3-(2,5-dimethyl-phenyl)-4-hydroxy-5-(tetrahydro-thiopyran-4-ylmethyl)-1,5-dihydro-pyrrol-2-one), C([O-])([O-])=O.[K+].[K+] (potassium carbonate), C(C1=CC=CC=C1)Br (benzyl bromide). Solvent: CC(=O)C (acetone). Yields the product C(C1=CC=CC=C1)OC1=C(C(NC1CC1CCSCC1)=O)C1=C(C=CC(=C1)C)C (4-benzyloxy-3-(2,5-dimethyl-phenyl)-5-(tetrahydro-thiopyran-4-ylmethyl)-1,5-dihydro-pyrrol-2-one). RXN SMILES: [CH3:1][C:2]1[CH:7]=[CH:6][C:5]([CH3:8])=[CH:4][C:3]=1[C:9]1[C:10](=[O:22])[NH:11][CH:12]([CH2:15][CH:16]2[CH2:21][CH2:20][S:19][CH2:18][CH2:17]2)[C:13]=1[OH:14].C(=O)([O-])[O-].[K+].[K+].[CH2:29](Br)[C:30]1[CH:35]=[CH:34][CH:33]=[CH:32][CH:31]=1>CC(C)=O>[CH2:29]([O:14][C:13]1[CH:12]([CH2:15][CH:16]2[CH2:17][CH2:18][S:19][CH2:20][CH2:21]2)[NH:11][C:10](=[O:22])[C:9]=1[C:3]1[CH:4]=[C:5]([CH3:8])[CH:6]=[CH:7][C:2]=1[CH3:1])[C:30]1[CH:35]=[CH:34][CH:33]=[CH:32][CH:31]=1 |f:1.2.3|. Procedure details: A solution of 3-(2,5-dimethyl-phenyl)-4-hydroxy-5-(tetrahydro-thiopyran-4-ylmethyl)-1,5-dihydro-pyrrol-2-one (compound P2.5) (1.0 g, 3.15 mmol), potassium carbonate (0.87 g, 6.3 mmol) and benzyl bromide (0.81 g, 4.7 mmol) in 10 ml of acetone was refluxed for 2 h. Then, the reaction mixture was filtered and the filtrate was concentrated under vacuum. The residue was purified by chromatography on silica gel. Yield: 640 mg of 4-benzyloxy-3-(2,5-dimethyl-phenyl)-5-(tetrahydro-thiopyran-4-ylmethyl)-1... Starting materials: CC(CCC(=O)OC)C1CCC2C1(C(CC3C2C(CC4C3(CCC(C4)O)C)O)O)C (cholic acid methyl ester), C1(=CC=C(C=C1)S(=O)(=O)Cl)C (p-toluenesulfonyl chloride), CC(C)(C)OC (MTBE), Cl (HCl). The solvent is N1=CC=CC=C1 (pyridine), N1=CC=CC=C1 (pyridine), O (water). Conditions: temperature -8 celsius. The product is COC(CC[C@@H](C)[C@H]1CC[C@H]2[C@@H]3[C@@H](C[C@@H]4C[C@@H](CC[C@]4(C)[C@H]3C[C@@H]([C@]12C)O)OS(=O)(=O)C1=CC=C(C=C1)C)O)=O (Methyl(3α,5β,7α,12α)-7,12-dihydroxy-3-(p-toluenesulfonyloxy)cholan-24-oate). RXN SMILES: [CH3:1][CH:2]([CH:9]1[C:13]2([CH3:30])[CH:14]([OH:29])[CH2:15][CH:16]3[C:21]4([CH3:27])[CH2:22][CH2:23][CH:24]([OH:26])[CH2:25][CH:20]4[CH2:19][CH:18]([OH:28])[CH:17]3[CH:12]2[CH2:11][CH2:10]1)[CH2:3][CH2:4][C:5]([O:7][CH3:8])=[O:6].[C:31]1([CH3:41])[CH:36]=[CH:35][C:34]([S:37](Cl)(=[O:39])=[O:38])=[CH:33][CH:32]=1.CC(OC)(C)C.Cl>N1C=CC=CC=1.O>[CH3:8][O:7][C:5](=[O:6])[CH2:4][CH2:3][C@H:2]([C@@H:9]1[C@:13]2([CH3:30])[C@H:12]([C@H:17]3[C@H:16]([CH2:15][C@@H:14]2[OH:29])[C@:21]2([CH3:27])[C@@H:20]([CH2:25][C@H:24]([O:26][S:37]([C:34]4[CH:35]=[CH:36][C:31]([CH3:41])=[CH:32][CH:33]=4)(=[O:39])=[O:38])[CH2:23][CH2:22]2)[CH2:19][C@H:18]3[OH:28])[CH2:11][CH2:10]1)[CH3:1]. Procedure details: To a solution of cholic acid methyl ester (1000.0 g, 2.366 mol) in pyridine (2250 mL) at −10° C. was added a solution of p-toluenesulfonyl chloride (654.2 g, 2.431 mol) in pyridine (650 mL) dropwise over 2.5 hours while maintaining the reaction temperature at −10 to −6° C. The solution was mixed at −10° C. for an additional 12.5 hours, diluted with water (61.8 g) with continued cooling. The mixture at −7.5° C. was added over a period of 43 minutes to a mixture of MTBE (5 L) and 6N HCl (6.2 L). T... Starting materials: O=C([O-])[O-], [Li]CCCC, Cc1ccccc1C(=CCOCCCO)c1ccccc1C, Cc1ccccc1, CC(C)=O, [I-], [K+], [K+], [K+], CCOC(=O)C1CCCNC1, Cc1ccc(S(=O)(=O)Cl)cc1. The product is CCOC(=O)C1CCCN(CCCOCC=C(c2ccccc2C)c2ccccc2C)C1. RXN SMILES: [C:50](=[O:51])([O-:52])[O-:53].[CH2:23]([Li:24])[CH2:25][CH2:26][CH3:27].[CH3:1][c:2]1[c:3]([C:8](=[CH:9][CH2:10][O:11][CH2:12][CH2:13][CH2:14][OH:15])[c:16]2[c:17]([CH3:22])[cH:18][cH:19][cH:20][cH:21]2)[cH:4][cH:5][cH:6][cH:7]1.[CH3:58][c:59]1[cH:60][cH:61][cH:62][cH:63][cH:64]1.[CH3:65][C:66](=[O:67])[CH3:68].[I-:57].[K+:54].[K+:55].[K+:56].[NH:39]1[CH2:40][CH:41]([C:45](=[O:46])[O:47][CH2:48][CH3:49])[CH2:42][CH2:43][CH2:44]1.[c:28]1([CH3:29])[cH:30][cH:31][c:32]([S:33]([Cl:34])(=[O:35])=[O:36])[cH:37][cH:38]1>>[CH3:1][c:2]1[c:3]([C:8](=[CH:9][CH2:10][O:11][CH2:12][CH2:13][CH2:14][N:39]2[CH2:40][CH:41]([C:45](=[O:46])[O:47][CH2:48][CH3:49])[CH2:42][CH2:43][CH2:44]2)[c:16]2[c:17]([CH3:22])[cH:18][cH:19][cH:20][cH:21]2)[cH:4][cH:5][cH:6][cH:7]1. Procedure details: Following the general method as outlined in Example 22, starting from (2S,4EZ)-1-(tert-butoxycarbonyl)-4-(methoxyimino)-2-pyrrolidinecarboxylic acid, 2′,6′-dimethyl[1,1′-biphenyl]4-carboxylic acid, and 2-aminoacetamide, the title compound was obtained in 88% purity by HPLC. MS(ESI+): m/z=423. The product is NC(CNC(=O)[C@H]1N(CC(C1)=NOC)C(=O)C1=CC=C(C=C1)C1=C(C=CC=C1C)C)=O ((2S,4EZ)-N-(2-amino-2-oxoethyl)-1-(2′,6′-dimethyl[1,1′-biphenyl]-4-yl)carbonyl-4-(methoxyimino)-2-pyrrolidinecarboxamide). RXN SMILES: C(O[C:6]([N:8]1[CH2:12][C:11](=[N:13][O:14][CH3:15])[CH2:10][C@H:9]1[C:16]([OH:18])=O)=[O:7])(C)(C)C.[CH3:19][C:20]1[CH:25]=[CH:24][CH:23]=[C:22]([CH3:26])[C:21]=1[C:27]1[CH:32]=[CH:31][C:30](C(O)=O)=[CH:29][CH:28]=1.[NH2:36][CH2:37][C:38]([NH2:40])=[O:39]>>[NH2:40][C:38](=[O:39])[CH2:37][NH:36][C:16]([C@@H:9]1[CH2:10][C:11](=[N:13][O:14][CH3:15])[CH2:12][N:8]1[C:6]([C:30]1[CH:29]=[CH:28][C:27]([C:21]2[C:22]([CH3:26])=[CH:23][CH:24]=[CH:25][C:20]=2[CH3:19])=[CH:32][CH:31]=1)=[O:7])=[O:18]. The reactants are C(C)(C)(C)OC(=O)N1[C@@H](CC(C1)=NOC)C(=O)O ((2S,4EZ)-1-(tert-butoxycarbonyl)-4-(methoxyimino)-2-pyrrolidinecarboxylic acid), CC1=C(C(=CC=C1)C)C1=CC=C(C=C1)C(=O)O (2′,6′-dimethyl[1,1′-biphenyl]4-carboxylic acid), NCC(=O)N (2-aminoacetamide). The reactants are C1CCNCC1, Cc1[nH]c(C=O)c(C)c1CCCN(C)C, CCO, O=C1Cc2ccc(-c3cccnc3)cc2N1. Yields the product Cc1[nH]c(C=C2C(=O)Nc3cc(-c4cccnc4)ccc32)c(C)c1CCCN(C)C. RXN SMILES: [CH2:32]1[CH2:33][CH2:34][NH:35][CH2:36][CH2:37]1.[CH3:17][N:18]([CH2:19][CH2:20][CH2:21][c:22]1[c:23]([CH3:30])[c:24]([CH:28]=[O:29])[nH:25][c:26]1[CH3:27])[CH3:31].[CH3:38][CH2:39][OH:40].[n:1]1[cH:2][c:3](-[c:7]2[cH:8][cH:9][c:10]3[c:14]([cH:15]2)[NH:13][C:12](=[O:16])[CH2:11]3)[cH:4][cH:5][cH:6]1>>[n:1]1[cH:2][c:3](-[c:7]2[cH:8][cH:9][c:10]3[c:14]([cH:15]2)[NH:13][C:12](=[O:16])[C:11]3=[CH:28][c:24]2[c:23]([CH3:30])[c:22]([CH2:21][CH2:20][CH2:19][N:18]([CH3:17])[CH3:31])[c:26]([CH3:27])[nH:25]2)[cH:4][cH:5][cH:6]1.